From a dataset of the Open Reaction Database (ORD), a public repository of structured organic reaction records. describe an organic reaction: reactants, conditions, products, and yield Starting materials: C(C1=CC=CC=C1)[C@@H]1NC1 ((S)-2-benzylaziridine), CN(S(=O)(=O)Cl)C (N,N-dimethylsulfamoyl chloride), C(C)(C)N(C(C)C)CC (N,N-diisopropylethylamine), solution, C(CC(O)(C(=O)O)CC(=O)O)(=O)O (citric acid). Run in ClCCl (dichloromethane). Conditions: temperature -10 celsius, time 16 hour. Yields the product C(C1=CC=CC=C1)C1[N@](C1)S(=O)(=O)N(C)C ((S)-2-benzyl-N,N-dimethylaziridine-1-sulfonamide). As a reaction SMILES: [CH2:1]([C@H:8]1[CH2:10][NH:9]1)[C:2]1[CH:7]=[CH:6][CH:5]=[CH:4][CH:3]=1.[CH3:11][N:12]([CH3:17])[S:13](Cl)(=[O:15])=[O:14].C(N(CC)C(C)C)(C)C.C(O)(=O)CC(CC(O)=O)(C(O)=O)O>ClCCl>[CH2:1]([CH:8]1[CH2:10][N@@:9]1[S:13]([N:12]([CH3:17])[CH3:11])(=[O:15])=[O:14])[C:2]1[CH:7]=[CH:6][CH:5]=[CH:4][CH:3]=1. Procedure: To a cooled (−10° C.) solution of (S)-2-benzylaziridine (100 g, 0.751 mol) and N,N-dimethylsulfamoyl chloride (84.5 mL, 0.787 mol) in dichloromethane (100 mL) was added N,N-diisopropylethylamine (131 mL, 0.751 mol). The resulting yellow solution was stirred at −10° C. for a minimum of 16 hours. After this period, a 0.5M solution of citric acid (500 mL) was added and the phases were separated. The organic phase was then washed with 1.0 M sodium bicarbonate solution (500 mL). The organic phase was... Starting materials: solution, C[Al](C)C (Me3Al), CC(C)(C)S(=O)N=C1COC1 (2-methyl-N-(oxetan-3-ylidene)propane-2-sulfinamide), [Li]CCCC (n-BuLi), CCCCCC (hexane), BrC1=NC=CC=C1 (2-bromopyridine). Solvent: C1(=CC=CC=C1)C (toluene), C1CCOC1 (THF). Run at temperature -100 celsius, time 30 minute. The product is CC(C)(C)S(=O)NC1(COC1)C1=NC=CC=C1 (2-methyl-N-(3-(pyridin-2-yl)oxetan-3-yl)propane-2-sulfinamide). RXN SMILES: Br[C:2]1[CH:7]=[CH:6][CH:5]=[CH:4][N:3]=1.[Li]CCCC.CCCCCC.[CH3:19][C:20]([S:23]([N:25]=[C:26]1[CH2:29][O:28][CH2:27]1)=[O:24])([CH3:22])[CH3:21].C[Al](C)C>C1COCC1.C1(C)C=CC=CC=1>[CH3:22][C:20]([S:23]([NH:25][C:26]1([C:2]2[CH:7]=[CH:6][CH:5]=[CH:4][N:3]=2)[CH2:29][O:28][CH2:27]1)=[O:24])([CH3:19])[CH3:21]. Procedure details: To a solution of 2-bromopyridine (0.16 g, 1.02 mmol, 1.0 eq) in dry THF at −100° C. was slowly added a solution of n-BuLi in hexane (2.5M, 0.41 ml, 1.03 mmol, 1 eq), and reaction mixture was then kept in same temperature for 30 minute. A mixture of 2-methyl-N-(oxetan-3-ylidene)propane-2-sulfinamide (0.18 g, 1.02 mmol, 1 eq) and a 2M solution of Me3Al (0.5 ml, 1 mmol, 1 eq) in toluene was stirred at −78° C. for 10 minutes, and then added to the above reaction mixture slowly. The reaction temperat...